Dataset: the Open Reaction Database (ORD), a public repository of structured organic reaction records. Task: describe an organic reaction: reactants, conditions, products, and yield Reactants: CCn1c(C)nc2cc(S(C)(=O)=O)c(Cl)cc21, [NH4+], [OH-], O=[N+]([O-])O, O=S(=O)(O)O. Product: CCn1c(C)nc2cc(S(C)(=O)=O)c(Cl)c([N+](=O)[O-])c21. As a reaction SMILES: [CH2:6]([CH3:7])[n:8]1[c:9]([CH3:22])[n:10][c:11]2[c:12]1[cH:13][c:14]([Cl:21])[c:15]([S:17](=[O:18])(=[O:19])[CH3:20])[cH:16]2.[NH4+:27].[OH-:28].[OH:23][N+:24]([O-:25])=[O:26].[S:1](=[O:2])(=[O:3])([OH:4])[OH:5]>>[CH2:6]([CH3:7])[n:8]1[c:9]([CH3:22])[n:10][c:11]2[c:12]1[c:13]([N+:24](=[O:23])[O-:25])[c:14]([Cl:21])[c:15]([S:17](=[O:18])(=[O:19])[CH3:20])[cH:16]2. Starting materials: CC(C)(C)OC(=O)NC1CCN(C(=O)OC2C3CC4CC(C3)CC2C4)C1, Cl, C1COCCO1. The product is NC1CCN(C(=O)OC2C3CC4CC(C3)CC2C4)C1. RXN SMILES: [C:1]([O:2][C:3](=[O:4])[NH:8][CH:9]1[CH2:10][N:11]([C:14](=[O:15])[O:16][CH:17]2[CH:18]3[CH2:19][CH:20]4[CH2:21][CH:22]([CH2:23][CH:24]2[CH2:25]4)[CH2:26]3)[CH2:12][CH2:13]1)([CH3:5])([CH3:6])[CH3:7].[ClH:27].[O:28]1[CH2:29][CH2:30][O:31][CH2:32][CH2:33]1>>[NH2:8][CH:9]1[CH2:10][N:11]([C:14](=[O:15])[O:16][CH:17]2[CH:18]3[CH2:19][CH:20]4[CH2:21][CH:22]([CH2:23][CH:24]2[CH2:25]4)[CH2:26]3)[CH2:12][CH2:13]1.